This data is from the Open Reaction Database (ORD), a public repository of structured organic reaction records. The task is: describe an organic reaction: reactants, conditions, products, and yield The reactants are [H-].[Na+] (sodium hydride), BrCC#N (bromoacetonitrile), [OH-].[K+] (potassium hydroxide), C(C)(C)(C)OC(=O)N1CCC2=C(CC1)C(=C(C=C2)Cl)SC(N(C)C)=O (3-tert-butoxycarbonyl-7-chloro-6-dimethylcarbamoylthio-2,3,4,5-tetrahydro-1H-benzo[d]azepine). The solvent is CO (methanol), CCOC(=O)C (EtOAc). Run at temperature 80 celsius, time 16 hour. Yields the product C(C)(C)(C)OC(=O)N1CCC2=C(CC1)C(=C(C=C2)Cl)SCC#N (3-tert-butoxycarbonyl-7-chloro-6-(1-cyano-methylthio)-2,3,4,5-tetrahydro-1H-benzo[d]azepine). Yield: 80.8%. As a reaction SMILES: [OH-].[K+].[C:3]([O:7][C:8]([N:10]1[CH2:16][CH2:15][C:14]2[C:17]([S:22][C:23](=O)N(C)C)=[C:18]([Cl:21])[CH:19]=[CH:20][C:13]=2[CH2:12][CH2:11]1)=[O:9])([CH3:6])([CH3:5])[CH3:4].[H-].[Na+].BrC[C:32]#[N:33]>CO.CCOC(C)=O>[C:3]([O:7][C:8]([N:10]1[CH2:16][CH2:15][C:14]2[C:17]([S:22][CH2:23][C:32]#[N:33])=[C:18]([Cl:21])[CH:19]=[CH:20][C:13]=2[CH2:12][CH2:11]1)=[O:9])([CH3:4])([CH3:6])[CH3:5] |f:0.1,3.4|. Procedure details: Add potassium hydroxide (5.4 g, 96.2 mmol) to a solution of 3-tert-butoxycarbonyl-7-chloro-6-dimethylcarbamoylthio-2,3,4,5-tetrahydro-1H-benzo[d]azepine (1.5 g, 4.7 mmol) in degassed methanol (75 mL) under a nitrogen atmosphere. Heat the mixture at 80° C. for 6 h Cool the mixture to ambient temperature, then concentrate in vacuo to an oil. Dissolve the oil in EtOAc (50 mL) and wash with saturated aqueous ammonium chloride (30 mL). Separate the organic layer and extract the aqueous layer with EtO... Product: COC1(CC=C(CC1)CCCC1CCC(O1)=O)OC (tetrahydro-5-[3-(4,4-dimethoxy-1-cyclohexen-1-yl)propyl]furan-2-one). Solvent: CO (methanol), CO (methanol). Reported procedure: To a solution of 41 parts of tetrahydro-5-[3-(4-oxo-1-cyclohexen-1-yl)propyl]furan-2-one in 320 parts of methanol is added a solution of 20 parts of malonic acid in 160 parts of methanol. The resultant mixture is stirred at room temperatures for 7 hours, then cooled to 0°-5° and maintained thereat while being made basic with aqueous 5% sodium bicarbonate. The mixture thus obtained is extracted with ether. The ether extract is washed with water, dried over anhydrous sodium sulfate, and stripped o... Reaction SMILES: [O:1]=[C:2]1[CH2:7][CH2:6][C:5]([CH2:8][CH2:9][CH2:10][CH:11]2[O:15][C:14](=[O:16])[CH2:13][CH2:12]2)=[CH:4][CH2:3]1.C(O)(=O)C[C:19](O)=[O:20].[C:24](=O)(O)[O-].[Na+]>CO>[CH3:24][O:1][C:2]1([O:20][CH3:19])[CH2:7][CH2:6][C:5]([CH2:8][CH2:9][CH2:10][CH:11]2[O:15][C:14](=[O:16])[CH2:13][CH2:12]2)=[CH:4][CH2:3]1 |f:2.3|. Starting materials: resultant mixture, 41, O=C1CC=C(CC1)CCCC1CCC(O1)=O (tetrahydro-5-[3-(4-oxo-1-cyclohexen-1-yl)propyl]furan-2-one), 20, C(CC(=O)O)(=O)O (malonic acid), C([O-])(O)=O.[Na+] (sodium bicarbonate). Starting materials: C(C1=CC=CC=C1)C=1CS[C@H]2N(C1C(=O)OC(C)(C)C)C(C2NC(CC=2SC=CC2)=O)=O (t-Butyl 3-Benzyl-7-[2-(thienyl)acetamido] -3-cephem-4-carboxylate). Run in FC(C(=O)O)(F)F (trifluoroacetic acid). Reaction conditions: time 1 hour. Yields the product S1CC=C(N2[C@H]1CC2=O)C(=O)O (3-cephem-4 carboxylic acid). Reaction SMILES: C([C:8]1[CH2:9][S:10][C@@H:11]2[CH:22](NC(=O)CC3SC=CC=3)[C:21](=[O:32])[N:12]2[C:13]=1[C:14]([O:16]C(C)(C)C)=[O:15])C1C=CC=CC=1>FC(F)(F)C(O)=O>[S:10]1[C@@H:11]2[CH2:22][C:21](=[O:32])[N:12]2[C:13]([C:14]([OH:16])=[O:15])=[CH:8][CH2:9]1. Reported procedure: t-Butyl 3-benzyl-7-[2-(thienyl)acetamido]-3-cephem-4-carboxylate (IV) (44 mg) was dissolved in anhydrous trifluoroacetic acid (0.5 ml). After 1 hour at room temperature, the solvent was removed under reduced pressure, toluene was added and the mixture repeated. This was repeated twice more to give (VI) as a pale yellow foam. Starting materials: C(#N)C=1C=CC(=C(C(C=C(C)C)C2=CC=NC=[N+]2[O-])C1)O (6-[5-cyano-2-hydroxy-α-(2-methylpropenyl)benzyl]pyrimidine 1-oxide). The solvent is C(C)(=O)OCC.CCCCCC (ethyl acetate n-hexane). Yields the product C(#N)C=1C=CC2=C(C(CC(O2)(C)C)C2=CC=NC=[N+]2[O-])C1 (6-(6-cyano-3,4-dihydro-2,2-dimethyl-2H-1-benzopyran-4-yl)pyrimidine 1-oxide). Isolated yield 4.5%. Reaction SMILES: [C:1]([C:3]1[CH:4]=[CH:5][C:6]([OH:21])=[C:7]([CH:20]=1)[CH:8]([C:13]1[N+:18]([O-:19])=[CH:17][N:16]=[CH:15][CH:14]=1)[CH:9]=[C:10]([CH3:12])[CH3:11])#[N:2]>C(OCC)(=O)C.CCCCCC>[C:1]([C:3]1[CH:4]=[CH:5][C:6]2[O:21][C:10]([CH3:12])([CH3:11])[CH2:9][CH:8]([C:13]3[N+:18]([O-:19])=[CH:17][N:16]=[CH:15][CH:14]=3)[C:7]=2[CH:20]=1)#[N:2] |f:1.2|. Reported procedure: In an analogous manner to that described in the first paragraph of Example 8, from 0.22 g of 6-[5-cyano-2-hydroxy-α-(2-methylpropenyl)benzyl]pyrimidine 1-oxide there was obtained 0.01 g of 6-(6-cyano-3,4-dihydro-2,2-dimethyl-2H-1-benzopyran-4-yl)pyrimidine 1-oxide in the form of an off-white solid (from ethyl acetate/n-hexane). Reactants: NCC1CCN(CC1)C1=NC=C(C=C1NC(C1=CC(=CC=C1)Cl)=O)S(=O)(=O)C (N-(4-aminomethyl-5′-methanesulfonyl-3,4,5,6-tetrahydro-2H-[1,2′]bipyridinyl-3′-yl)-3-chloro-benzamide), C([O-])([O-])=O.[Na+].[Na+] (sodium carbonate), C1(=CC=CC=C1)CS(=O)(=O)Cl (phenylmethanesulfonyl chloride). Solvent: O (water), C(C)#N (acetonitrile). Run at time 8 hour. Product: C(C1=CC=CC=C1)S(=O)(=O)NCC1CCN(CC1)C1=NC=C(C=C1NC(C1=CC(=CC=C1)Cl)=O)S(=O)(=O)C (N-[2-(4-{[(benzylsulfonyl)amino]methyl}piperidin-1-yl)-5-(methylsulfonyl)pyridin-3-yl]-3-chlorobenzamide). Yield: 70.9%. Reaction SMILES: [NH2:1][CH2:2][CH:3]1[CH2:8][CH2:7][N:6]([C:9]2[C:14]([NH:15][C:16](=[O:24])[C:17]3[CH:22]=[CH:21][CH:20]=[C:19]([Cl:23])[CH:18]=3)=[CH:13][C:12]([S:25]([CH3:28])(=[O:27])=[O:26])=[CH:11][N:10]=2)[CH2:5][CH2:4]1.C(=O)([O-])[O-].[Na+].[Na+].[C:35]1([CH2:41][S:42](Cl)(=[O:44])=[O:43])[CH:40]=[CH:39][CH:38]=[CH:37][CH:36]=1>C(#N)C.O>[CH2:41]([S:42]([NH:1][CH2:2][CH:3]1[CH2:4][CH2:5][N:6]([C:9]2[C:14]([NH:15][C:16](=[O:24])[C:17]3[CH:22]=[CH:21][CH:20]=[C:19]([Cl:23])[CH:18]=3)=[CH:13][C:12]([S:25]([CH3:28])(=[O:26])=[O:27])=[CH:11][N:10]=2)[CH2:7][CH2:8]1)(=[O:44])=[O:43])[C:35]1[CH:40]=[CH:39][CH:38]=[CH:37][CH:36]=1 |f:1.2.3|. Procedure details: To 0.028 g (0.066 mmol) of N-(4-aminomethyl-5′-methanesulfonyl-3,4,5,6-tetrahydro-2H-[1,2′]bipyridinyl-3′-yl)-3-chloro-benzamide in a mixture of acetonitrile (0.5 mL) and saturated aqueous sodium carbonate (0.5 mL) is added 0.015 mg (0.079 mmol) of phenylmethanesulfonyl chloride. The mixture is stirred overnight at room temperature then diluted with water and extracted with ethyl acetate. The combined organic phase is washed with water, dried over anhydrous sodium sulfate and concentrated under ... Reactants: C(C)(=O)OC=1C2=C(SC1C1=CC=CC=C1)C=CC(=C2)Cl (3-acetoxy-5-chloro-2-phenylbenzo[b]thiophene), [OH-].[Na+] (sodium hydroxide), Cl (hydrochloric acid). Product: ClC1=CC2=C(SC(=C2O)C2=CC=CC=C2)C=C1 (5-Chloro-3-hydroxy-2-phenylbenzo[b]thiophene). Reaction SMILES: C([O:4][C:5]1[C:6]2[CH:19]=[C:18]([Cl:20])[CH:17]=[CH:16][C:7]=2[S:8][C:9]=1[C:10]1[CH:15]=[CH:14][CH:13]=[CH:12][CH:11]=1)(=O)C.[OH-].[Na+].Cl>>[Cl:20][C:18]1[CH:17]=[CH:16][C:7]2[S:8][C:9]([C:10]3[CH:15]=[CH:14][CH:13]=[CH:12][CH:11]=3)=[C:5]([OH:4])[C:6]=2[CH:19]=1 |f:1.2|. Procedure: A mixture of 3-acetoxy-5-chloro-2-phenylbenzo[b]thiophene (150 mg, 0.50 mmol) and 20% aqueous sodium hydroxide (5 ml) was stirred at reflux temperature for 1 hour. The cooled reaction mixture was acidified with concentrated hydrochloric acid, the solid that separated out filtered, washed with water, and dried in vacuo over phosphorous pentoxide. Recrystallization from cyclohexane afforded pure 5-chloro-3-hydroxy-2-phenylbenzo[b]thiophene; yield 35 mg (26%); m/z 275 (M+.). Starting materials: BrC1=CC=C(S1)C(=O)/C(/C(=O)OC)=C/C1=CC(=C(C=C1)Cl)Cl (methyl (2Z)-2-[(5-bromo-2-thienyl)carbonyl]-3-(3,4-dichlorophenyl)acrylate), [Cl-].[Cl-].[Cl-].[Al+3] (aluminum trichloride), O (water). Run in ClCCCl (1,2-dichloroethane). Run at temperature 80 celsius, time 30 minute. Yields the product BrC1=CC2=C(S1)C(C(C2C2=CC(=C(C=C2)Cl)Cl)C(=O)OC)=O (methyl 2-bromo-4-(3,4-dichlorophenyl)-6-oxo-5,6-dihydro-4H-cyclopenta[b]thiophene-5-carboxylate). Isolated yield 86.2%. RXN SMILES: [Br:1][C:2]1[S:6][C:5]([C:7](/[C:9](=[CH:14]/[C:15]2[CH:20]=[CH:19][C:18]([Cl:21])=[C:17]([Cl:22])[CH:16]=2)/[C:10]([O:12][CH3:13])=[O:11])=[O:8])=[CH:4][CH:3]=1.[Cl-].[Cl-].[Cl-].[Al+3].O>ClCCCl>[Br:1][C:2]1[S:6][C:5]2[C:7](=[O:8])[CH:9]([C:10]([O:12][CH3:13])=[O:11])[CH:14]([C:15]3[CH:20]=[CH:19][C:18]([Cl:21])=[C:17]([Cl:22])[CH:16]=3)[C:4]=2[CH:3]=1 |f:1.2.3.4|. Procedure: A mixture of methyl (2Z)-2-[(5-bromo-2-thienyl)carbonyl]-3-(3,4-dichlorophenyl)acrylate (36.64 g, 87.22 mmol) and aluminum trichloride (14.0 g, 105 mmol) in 1,2-dichloroethane (687.2 mL) was heated at 80° C. under argon overnight. The mixture was then cooled to rt and water (20.4 mL) was added. The mixture was stirred for 30 min and then dryloaded on silica gel. Purified on two ISCO columns, 400 g, EtOAc in hex, 0-80% to afford the product as a yellow solid (31.6 g, 81.3%). LCMS: (AA) ES−: 417, ...